Dataset: the Open Reaction Database (ORD), a public repository of structured organic reaction records. Task: describe an organic reaction: reactants, conditions, products, and yield The reactants are CC(=O)O, Cl, Cl[Cu], O=N[O-], Nc1cc(F)c(C(=O)O)c(F)c1, [Na+], O, O=S(=O)(O)O. Product: O=C(O)c1c(F)cc(Cl)cc1F. RXN SMILES: [CH3:23][C:24](=[O:25])[OH:26].[ClH:17].[Cu:28][Cl:29].[N:1]([O-:2])=[O:3].[NH2:5][c:6]1[cH:7][c:8]([F:16])[c:9]([C:10](=[O:11])[OH:12])[c:13]([F:15])[cH:14]1.[Na+:4].[OH2:27].[S:18](=[O:19])(=[O:20])([OH:21])[OH:22]>>[c:6]1([Cl:17])[cH:7][c:8]([F:16])[c:9]([C:10](=[O:11])[OH:12])[c:13]([F:15])[cH:14]1. Reactants: O=C(c1ccccc1)n1c(=O)c(-c2cccnc2F)cn(CCCCCl)c1=O, CO, N. The product is O=c1[nH]c(=O)n(CCCCCl)cc1-c1cccnc1F. RXN SMILES: [C:1](=[O:2])([c:3]1[cH:4][cH:5][cH:6][cH:7][cH:8]1)[n:9]1[c:10](=[O:28])[n:11]([CH2:23][CH2:24][CH2:25][CH2:26][Cl:27])[cH:12][c:13](-[c:16]2[c:17]([F:22])[n:18][cH:19][cH:20][cH:21]2)[c:14]1=[O:15].[CH3:30][OH:31].[NH3:29]>>[nH:9]1[c:10](=[O:28])[n:11]([CH2:23][CH2:24][CH2:25][CH2:26][Cl:27])[cH:12][c:13](-[c:16]2[c:17]([F:22])[n:18][cH:19][cH:20][cH:21]2)[c:14]1=[O:15]. RXN SMILES: [CH3:1][c:2]1[o:3][c:4](=[O:8])[o:5][c:6]1[CH3:7].[O:12]1[CH2:13][CH2:14][O:15][CH2:16][CH2:17]1.[Se:9](=[O:10])=[O:11]>>[CH2:1]([c:2]1[o:3][c:4](=[O:8])[o:5][c:6]1[CH3:7])[OH:10]. Product: Cc1oc(=O)oc1CO. Starting materials: Cc1oc(=O)oc1C, C1COCCO1, O=[Se]=O.